The task is: describe an organic reaction: reactants, conditions, products, and yield. This data is from the Open Reaction Database (ORD), a public repository of structured organic reaction records. Starting materials: Cl (hydrochloric acid), [OH-].[Na+] (sodium hydroxide), C1CCOC1 (THF), C(#N)C=1C=C(C=CC1)CCC1CCN(CC1)C(=O)OC=1C=NC=C(C(=O)OC)C1 (methyl 5-[({4-[2-(3-cyanophenyl)ethyl]-1-piperidyl}carbonyl)oxy]nicotinate). The solvent is O (water). Run at time 8 hour. Yields the product C(#N)C=1C=C(C=CC1)CCC1CCN(CC1)C(=O)OC=1C=NC=C(C(=O)O)C1 (5-[({4-[2-(3-cyanophenyl)ethyl]-1-piperidyl}carbonyl)oxy]nicotinic acid). Yield: 91.5%. As a reaction SMILES: [OH-].[Na+].C1COCC1.[C:8]([C:10]1[CH:11]=[C:12]([CH2:16][CH2:17][CH:18]2[CH2:23][CH2:22][N:21]([C:24]([O:26][C:27]3[CH:28]=[N:29][CH:30]=[C:31]([CH:36]=3)[C:32]([O:34]C)=[O:33])=[O:25])[CH2:20][CH2:19]2)[CH:13]=[CH:14][CH:15]=1)#[N:9].Cl>O>[C:8]([C:10]1[CH:11]=[C:12]([CH2:16][CH2:17][CH:18]2[CH2:23][CH2:22][N:21]([C:24]([O:26][C:27]3[CH:28]=[N:29][CH:30]=[C:31]([CH:36]=3)[C:32]([OH:34])=[O:33])=[O:25])[CH2:20][CH2:19]2)[CH:13]=[CH:14][CH:15]=1)#[N:9] |f:0.1|. Reported procedure: An aqueous 1 M sodium hydroxide solution (0.69 ml) was added to a THF (5 ml)/water (4 ml) solution of methyl 5-[({4-[2-(3-cyanophenyl)ethyl]-1-piperidyl}carbonyl)oxy]nicotinate (272 mg), followed by stirring overnight at room temperature. 1 M hydrochloric acid (0.69 ml) was added to the reaction liquid, and the crystal precipitated was collected by filtration. The crystal was washed with a hot methanol/water solution, and dried to obtain 5-[({4-[2-(3-cyanophenyl)ethyl]-1-piperidyl}carbonyl)oxy]n... Starting materials: [Cl-].[NH4+] (ammonium chloride), BrCC#N (2-Bromoacetonitrile), C(C)N(C(C)C)C(C)C (N-ethyl-N-isopropylpropan-2-amine), C(C)(C)SC(C[C@@H](C(=O)O)NC(CCC=C)=O)=O ((S)-4-(isopropylthio)-4-oxo-2-(pent-4-enamido)butanoic acid). Solvent: CN(C)C=O (DMF). Run at time 30 minute. Product: C(C)(C)SC(C[C@@H](C(=O)OCC#N)NC(CCC=C)=O)=O ((S)-cyanomethyl 4-(isopropylthio)-4-oxo-2-(pent-4-enamido)butanoate). The yield is 70.4%. RXN SMILES: Br[CH2:2][C:3]#[N:4].C(N(C(C)C)C(C)C)C.[CH:14]([S:17][C:18](=[O:31])[CH2:19][C@H:20]([NH:24][C:25](=[O:30])[CH2:26][CH2:27][CH:28]=[CH2:29])[C:21]([OH:23])=[O:22])([CH3:16])[CH3:15].[Cl-].[NH4+]>CN(C=O)C>[CH:14]([S:17][C:18](=[O:31])[CH2:19][C@H:20]([NH:24][C:25](=[O:30])[CH2:26][CH2:27][CH:28]=[CH2:29])[C:21]([O:23][CH2:2][C:3]#[N:4])=[O:22])([CH3:16])[CH3:15] |f:3.4|. Reported procedure: 2-Bromoacetonitrile (0.510 ml, 7.32 mmol) and N-ethyl-N-isopropylpropan-2-amine (0.153 ml, 0.878 mmol) were added to a solution of (S)-4-(isopropylthio)-4-oxo-2-(pent-4-enamido)butanoic acid (Compound 1f-IB) (200 mg, 0.732 mmol) in DMF (1 ml), and the mixture was stirred at room temperature for 30 minutes. A saturated aqueous ammonium chloride solution (1 ml) was added to the reaction mixture, after which the mixture was extracted with ethyl acetate and the organic layer was washed with water. T...